Dataset: the Open Reaction Database (ORD), a public repository of structured organic reaction records. Task: describe an organic reaction: reactants, conditions, products, and yield Starting materials: ClC(Cl)Cl, CCCCc1nc(Cl)c(CN)n1Cc1ccc(-c2ccccc2C(=O)OC)cc1, O=C=Nc1cccc2ccccc12. The product is CCCCc1nc(Cl)c(CNC(=O)Nc2cccc3ccccc23)n1Cc1ccc(-c2ccccc2C(=O)OC)cc1. As a reaction SMILES: [CH:43]([Cl:44])([Cl:45])[Cl:46].[NH2:1][CH2:2][c:3]1[c:4]([Cl:29])[n:5][c:6]([CH2:25][CH2:26][CH2:27][CH3:28])[n:7]1[CH2:8][c:9]1[cH:10][cH:11][c:12](-[c:15]2[c:16]([C:21](=[O:22])[O:23][CH3:24])[cH:17][cH:18][cH:19][cH:20]2)[cH:13][cH:14]1.[c:30]1([N:40]=[C:41]=[O:42])[cH:31][cH:32][cH:33][c:34]2[cH:35][cH:36][cH:37][cH:38][c:39]12>>[NH:1]([CH2:2][c:3]1[c:4]([Cl:29])[n:5][c:6]([CH2:25][CH2:26][CH2:27][CH3:28])[n:7]1[CH2:8][c:9]1[cH:10][cH:11][c:12](-[c:15]2[c:16]([C:21](=[O:22])[O:23][CH3:24])[cH:17][cH:18][cH:19][cH:20]2)[cH:13][cH:14]1)[C:41]([NH:40][c:30]1[cH:31][cH:32][cH:33][c:34]2[cH:35][cH:36][cH:37][cH:38][c:39]12)=[O:42]. Starting materials: ClC1=NC=CC(=C1)C#CC=1N=C(NC1)C (2-chloro-4-(2-methyl-1H-imidazol-4-ylethynyl)-pyridine), FC1=NC(=CC=C1)F (2,6-difluoropyridine). Yields the product FC1=NC(=CC=C1)N1C(=NC(=C1)C#CC1=CC(=NC=C1)Cl)C (2-fluoro-6-[4-(2-chloro-pyridin-4-ylethynyl)-2-methyl-imidazol-1-yl]-pyridine). As a reaction SMILES: [Cl:1][C:2]1[CH:7]=[C:6]([C:8]#[C:9][C:10]2[N:11]=[C:12]([CH3:15])[NH:13][CH:14]=2)[CH:5]=[CH:4][N:3]=1.[F:16][C:17]1[CH:22]=[CH:21][CH:20]=[C:19](F)[N:18]=1>>[F:16][C:17]1[CH:22]=[CH:21][CH:20]=[C:19]([N:13]2[CH:14]=[C:10]([C:9]#[C:8][C:6]3[CH:5]=[CH:4][N:3]=[C:2]([Cl:1])[CH:7]=3)[N:11]=[C:12]2[CH3:15])[N:18]=1. Procedure details: The title compound, off-white cristalline solid, MS: m/e=313.2, 315.1 (M+H+) was prepared in accordance with the general method of example 1b from 2-chloro-4-(2-methyl-1H-imidazol-4-ylethynyl)-pyridine and 2,6-difluoropyridine.